This data is from the Open Reaction Database (ORD), a public repository of structured organic reaction records. The task is: describe an organic reaction: reactants, conditions, products, and yield Starting materials: CCC(C)=O, CCO, NNc1cc[nH]c(=O)c1. Yields the product CCC(C)=NNc1cc[nH]c(=O)c1. As a reaction SMILES: [CH3:10][C:11]([CH2:12][CH3:13])=[O:14].[CH3:15][CH2:16][OH:17].[NH:1]([NH2:2])[c:3]1[cH:4][c:5](=[O:9])[nH:6][cH:7][cH:8]1>>[NH:1]([N:2]=[C:11]([CH3:10])[CH2:12][CH3:13])[c:3]1[cH:4][c:5](=[O:9])[nH:6][cH:7][cH:8]1.